Dataset: the Open Reaction Database (ORD), a public repository of structured organic reaction records. Task: describe an organic reaction: reactants, conditions, products, and yield RXN SMILES: [CH3:1][N:2]([C:3]1([c:27]2[cH:28][cH:29][cH:30][cH:31][cH:32]2)[CH2:4][CH2:5][CH:6]([CH2:9][C:10](=[O:11])[NH:12][CH2:13][CH2:14][CH2:15][CH2:16][CH2:17][c:18]2[cH:19][nH:20][c:21]3[cH:22][cH:23][cH:24][cH:25][c:26]23)[CH2:7][CH2:8]1)[CH3:33].[CH3:39][C:40]([CH2:41][CH3:42])=[O:43].[Cl:34][Si:35]([CH3:36])([CH3:37])[CH3:38]>>[CH3:1][N:2]([C:3]1([c:27]2[cH:28][cH:29][cH:30][cH:31][cH:32]2)[CH2:4][CH2:5][CH:6]([CH2:9][C:10](=[O:11])[NH:12][CH2:13][CH2:14][CH2:15][CH2:16][CH2:17][c:18]2[cH:19][nH:20][c:21]3[cH:22][cH:23][cH:24][cH:25][c:26]23)[CH2:7][CH2:8]1)[CH3:33].[ClH:34]. Reactants: CN(C)C1(c2ccccc2)CCC(CC(=O)NCCCCCc2c[nH]c3ccccc23)CC1, CCC(C)=O, C[Si](C)(C)Cl. Yields the product CN(C)C1(c2ccccc2)CCC(CC(=O)NCCCCCc2c[nH]c3ccccc23)CC1, Cl. The reactants are CN1C2=C(C=3C=C(C=CC13)O)CCC2=NCC2=CC=CC=C2 (4-methyl-3-phenylmethylimino-1,2,3,4-tetrahydrocyclopent[b]indol-7-ol), 1,8-diazabicyclo[5.40]undec-7-ene, CN=C=O (methyl isocyanate). The solvent is C(Cl)Cl (CH2Cl2), C(Cl)Cl (CH2Cl2). Reaction conditions: time 3 hour. The product is CNC(OC1=CC=2C3=C(N(C2C=C1)C)C(CC3)=NCC3=CC=CC=C3)=O (4-methyl-3-phenylmethylimino-1,2,3,4-tetrahydrocyclopent[b]indol-7-yl methylcarbamate). The yield is 77.9%. Reaction SMILES: [CH3:1][N:2]1[C:10]2[CH:9]=[CH:8][C:7]([OH:11])=[CH:6][C:5]=2[C:4]2[CH2:12][CH2:13][C:14](=[N:15][CH2:16][C:17]3[CH:22]=[CH:21][CH:20]=[CH:19][CH:18]=3)[C:3]1=2.[CH3:23][N:24]=[C:25]=[O:26]>C(Cl)Cl>[CH3:23][NH:24][C:25](=[O:26])[O:11][C:7]1[CH:8]=[CH:9][C:10]2[N:2]([CH3:1])[C:3]3[C:14](=[N:15][CH2:16][C:17]4[CH:22]=[CH:21][CH:20]=[CH:19][CH:18]=4)[CH2:13][CH2:12][C:4]=3[C:5]=2[CH:6]=1. Procedure: To a stirred solution of 4-methyl-3-phenylmethylimino-1,2,3,4-tetrahydrocyclopent[b]indol-7-ol (2.0 g) in CH2Cl2 (40 ml) was added 1,8-diazabicyclo[5.40]undec-7-ene (0.16 g) followed by the dropwise addition of methyl isocyanate (0.39 g) in CH2Cl2 (10 ml). The reaction was monitored via TLC and after 3 hours the solution was concentrated and the precipitate was collected and recrystallized from acetonitrile to give 4-methyl-3-phenylmethylimino-1,2,3,4-tetrahydrocyclopent[b]indol-7-yl methylcarba... Starting materials: O=C([O-])[O-], CCc1nc2ccccc2[nH]1, Cn1c(CCN2CCC(C(C)(C)O)CC2)nc2c(N3CCOCC3)nc(Cl)nc21, [Cs+], [Cs+], C1COCCO1, O=C(C=Cc1ccccc1)C=Cc1ccccc1, O=C(C=Cc1ccccc1)C=Cc1ccccc1, O=C(C=Cc1ccccc1)C=Cc1ccccc1, [Pd], [Pd]. The product is CCc1nc2ccccc2n1-c1nc(N2CCOCC2)c2nc(CCN3CCC(C(C)(C)O)CC3)n(C)c2n1. RXN SMILES: [C:41](=[O:42])([O-:43])[O-:44].[CH2:30]([CH3:31])[c:32]1[nH:33][c:34]2[c:35]([n:36]1)[cH:37][cH:38][cH:39][cH:40]2.[Cl:1][c:2]1[n:3][c:4]([N:24]2[CH2:25][CH2:26][O:27][CH2:28][CH2:29]2)[c:5]2[n:6][c:7]([CH2:12][CH2:13][N:14]3[CH2:15][CH2:16][CH:17]([C:20]([CH3:21])([CH3:22])[OH:23])[CH2:18][CH2:19]3)[n:8]([CH3:11])[c:9]2[n:10]1.[Cs+:45].[Cs+:46].[O:47]1[CH2:48][CH2:49][O:50][CH2:51][CH2:52]1.[O:55]=[C:56]([CH:57]=[CH:58][c:59]1[cH:60][cH:61][cH:62][cH:63][cH:64]1)[CH:65]=[CH:66][c:67]1[cH:68][cH:69][cH:70][cH:71][cH:72]1.[O:73]=[C:74]([CH:75]=[CH:76][c:77]1[cH:78][cH:79][cH:80][cH:81][cH:82]1)[CH:83]=[CH:84][c:85]1[cH:86][cH:87][cH:88][cH:89][cH:90]1.[O:91]=[C:92]([CH:93]=[CH:94][c:95]1[cH:96][cH:97][cH:98][cH:99][cH:100]1)[CH:101]=[CH:102][c:103]1[cH:104][cH:105][cH:106][cH:107][cH:108]1.[Pd:53].[Pd:54]>>[c:2]1(-[n:33]2[c:32]([CH2:30][CH3:31])[n:36][c:35]3[c:34]2[cH:40][cH:39][cH:38][cH:37]3)[n:3][c:4]([N:24]2[CH2:25][CH2:26][O:27][CH2:28][CH2:29]2)[c:5]2[n:6][c:7]([CH2:12][CH2:13][N:14]3[CH2:15][CH2:16][CH:17]([C:20]([CH3:21])([CH3:22])[OH:23])[CH2:18][CH2:19]3)[n:8]([CH3:11])[c:9]2[n:10]1. The reactants are Cl.COC=1C=C(C=CC1OC)C=1C(C(N(N1)C1CCNCC1)=O)(C)C (5-(3,4-dimethoxyphenyl)-4,4-dimethyl-2-(piperidin-4-yl)-2,4-dihydro-3H-pyrazol-3-one hydrochloride), Cl.COC=1C=C(C=CC1OC)C=1C(C(N(N1)C1CCNCC1)=O)(C)C (5-(3,4-dimethoxyphenyl)-4,4-dimethyl-2-(piperidin-4-yl)-2,4-dihydro-3H-pyrazol-3-one hydrochloride), FC(C1=CC=NC=C1C(=O)O)(F)F (4-(trifluoromethyl)nicotinic acid). Product: COC=1C=C(C=CC1OC)C=1C(C(N(N1)C1CCN(CC1)C(=O)C=1C=NC=CC1C(F)(F)F)=O)(C)C (5-(3,4-Dimethoxyphenyl)-4,4-dimethyl-2-(1-{[4-(trifluoromethyl)pyridin-3-yl]carbonyl}piperidin-4-yl)-2,4-dihydro-3H-pyrazol-3-one). RXN SMILES: Cl.[CH3:2][O:3][C:4]1[CH:5]=[C:6]([C:12]2[C:13]([CH3:25])([CH3:24])[C:14](=[O:23])[N:15]([CH:17]3[CH2:22][CH2:21][NH:20][CH2:19][CH2:18]3)[N:16]=2)[CH:7]=[CH:8][C:9]=1[O:10][CH3:11].[F:26][C:27]([F:38])([F:37])[C:28]1[C:33]([C:34](O)=[O:35])=[CH:32][N:31]=[CH:30][CH:29]=1>>[CH3:2][O:3][C:4]1[CH:5]=[C:6]([C:12]2[C:13]([CH3:25])([CH3:24])[C:14](=[O:23])[N:15]([CH:17]3[CH2:22][CH2:21][N:20]([C:34]([C:33]4[CH:32]=[N:31][CH:30]=[CH:29][C:28]=4[C:27]([F:38])([F:26])[F:37])=[O:35])[CH2:19][CH2:18]3)[N:16]=2)[CH:7]=[CH:8][C:9]=1[O:10][CH3:11] |f:0.1|. Reported procedure: The title compound is prepared analogously as described for GP2-WU2 using 5-(3,4-dimethoxyphenyl)-4,4-dimethyl-2-(piperidin-4-yl)-2,4-dihydro-3H-pyrazol-3-one (compound B1) and 4-(trifluoromethyl)nicotinic acid as starting compounds. The crude product is purified by chromatography (silica gel and DCM/diethyl ether/methanol=10:12:1) to yield the title compound.